This data is from the Open Reaction Database (ORD), a public repository of structured organic reaction records. The task is: describe an organic reaction: reactants, conditions, products, and yield Starting materials: ICC1=CC2=C(OCO2)C=C1 (5-(Iodomethyl)benzo[d][1,3]dioxole), [N-]=[N+]=[N-].[Na+] (sodium azide), C(CC)(=O)OC (methyl propionate), O=C1C(O)=C([O-])[C@H](O1)[C@@H](O)CO.[Na+] (sodium ascorbate). Reagents/catalysts: [O-]S(=O)(=O)[O-].[Cu+2] (CuSO4). Run in O (Water), solution, CS(=O)C (DMSO), O (Water). Run at time 8 hour. Yields the product O1COC2=C1C=CC(=C2)CN2N=NC(=C2)C(=O)OC (Methyl 1-(benzo[d][1,3]dioxol-5-ylmethyl)-1H-1,2,3-triazole-4-carboxylate). Isolated yield 611.8%. Reaction SMILES: I[CH2:2][C:3]1[CH:11]=[CH:10][C:6]2[O:7][CH2:8][O:9][C:5]=2[CH:4]=1.[N-:12]=[N+:13]=[N-:14].[Na+].[O:16]=[C:17]1[O:23][C@H:22]([C@H](CO)O)[C:20]([O-])=[C:18]1O.[Na+].C(OC)(=O)CC>CS(C)=O.[O-]S([O-])(=O)=O.[Cu+2].O>[O:7]1[C:6]2[CH:10]=[CH:11][C:3]([CH2:2][N:12]3[CH:20]=[C:18]([C:17]([O:23][CH3:22])=[O:16])[N:14]=[N:13]3)=[CH:4][C:5]=2[O:9][CH2:8]1 |f:1.2,3.4,7.8|. Reported procedure: Compound 419 (1.72 g, 6.57 mmo) was dissolved in a 0.5 M solution of sodium azide 13.1 mL, 6.57 mmol) in DMSO (2 mL), stirred at room temperature overnight and quenched by pouring into a saturated solution of sodium thiosulfate. The compound was extracted with AcOEt, washed with brine, dried over MgSO4 and filtered to give a yellow solution. Water (2.5 mL) was then added followed by solid sodium ascorbate (130 mg, 0.657 mmol), methyl propionate (553 mg, 0.657 mmol) and 1M aq. CuSO4 solution (0.2...